From a dataset of the Open Reaction Database (ORD), a public repository of structured organic reaction records. describe an organic reaction: reactants, conditions, products, and yield The reactants are O=S(=O)(O)Cl, CC(=O)Nc1nc(C)c(-c2ccco2)s1. Product: CC(=O)Nc1nc(C)c(-c2ccc(S(=O)(=O)Cl)o2)s1. RXN SMILES: [S:16]([OH:17])(=[O:18])(=[O:19])[Cl:20].[o:1]1[c:2](-[c:6]2[c:7]([CH3:15])[n:8][c:9]([NH:11][C:12]([CH3:13])=[O:14])[s:10]2)[cH:3][cH:4][cH:5]1>>[o:1]1[c:2](-[c:6]2[c:7]([CH3:15])[n:8][c:9]([NH:11][C:12]([CH3:13])=[O:14])[s:10]2)[cH:3][cH:4][c:5]1[S:16](=[O:17])(=[O:18])[Cl:20]. The reactants are CCn1c(=O)c2cnc3c(OC)cccc3c2n(Cc2ccc(OC)cc2)c1=O, ClCCl, O=C(O)C(F)(F)F. Product: CCn1c(=O)[nH]c2c(cnc3c(OC)cccc32)c1=O. Reaction SMILES: [CH2:1]([CH3:2])[n:3]1[c:4](=[O:29])[n:5]([CH2:20][c:21]2[cH:22][cH:23][c:24]([O:25][CH3:26])[cH:27][cH:28]2)[c:6]2[c:7]([cH:8][n:9][c:10]3[c:11]([O:16][CH3:17])[cH:12][cH:13][cH:14][c:15]23)[c:18]1=[O:19].[Cl:37][CH2:38][Cl:39].[OH:30][C:31]([C:32]([F:33])([F:34])[F:35])=[O:36]>>[CH2:1]([CH3:2])[n:3]1[c:4](=[O:29])[nH:5][c:6]2[c:7]([cH:8][n:9][c:10]3[c:11]([O:16][CH3:17])[cH:12][cH:13][cH:14][c:15]23)[c:18]1=[O:19]. Starting materials: C=CCCC(O)(CCCl)c1ccc(F)cc1, CC(N=C=O)c1ccc(OC(F)F)cc1. The product is C=CCCC1(c2ccc(F)cc2)CCN(C(C)c2ccc(OC(F)F)cc2)C(=O)O1. Reaction SMILES: [Cl:1][CH2:2][CH2:3][C:4]([CH2:5][CH2:6][CH:7]=[CH2:8])([OH:9])[c:10]1[cH:11][cH:12][c:13]([F:16])[cH:14][cH:15]1.[F:17][CH:18]([O:19][c:20]1[cH:21][cH:22][c:23]([CH:26]([CH3:27])[N:28]=[C:29]=[O:30])[cH:24][cH:25]1)[F:31]>>[CH2:2]1[CH2:3][C:4]([CH2:5][CH2:6][CH:7]=[CH2:8])([c:10]2[cH:11][cH:12][c:13]([F:16])[cH:14][cH:15]2)[O:9][C:29](=[O:30])[N:28]1[CH:26]([c:23]1[cH:22][cH:21][c:20]([O:19][CH:18]([F:17])[F:31])[cH:25][cH:24]1)[CH3:27]. The product is OCC(CO)NC(CCC1=CC=CC=C1)=O (N-(2-hydroxy-1-hydroxymethyl-ethyl)-3-phenyl-propionamide). Reported procedure: The procedure of example 79c was followed, using 3-phenylpropionic acid and serinol. At the end of the reaction, the DMF was evaporated and CH2Cl2 was added to the residue. The white crystalline material was collected and gave pure N-(2-hydroxy-1-hydroxymethyl-ethyl)-3-phenyl-propionamide as a white solid (56%, MS: m/e=224.2 (M+H+)). Starting materials: C1(=CC=CC=C1)CCC(=O)O (3-phenylpropionic acid), NC(CO)CO (serinol). As a reaction SMILES: [C:1]1([CH2:7][CH2:8][C:9]([OH:11])=O)[CH:6]=[CH:5][CH:4]=[CH:3][CH:2]=1.[NH2:12][CH:13]([CH2:16][OH:17])[CH2:14][OH:15]>>[OH:15][CH2:14][CH:13]([NH:12][C:9](=[O:11])[CH2:8][CH2:7][C:1]1[CH:2]=[CH:3][CH:4]=[CH:5][CH:6]=1)[CH2:16][OH:17]. Run in ClCCl (dichloromethane). RXN SMILES: [F:1][C:2]1([F:21])[CH2:5][CH:4]([C:6]2[CH:11]=[C:10]([F:12])[CH:9]=[CH:8][C:7]=2[O:13]CC2C=CC=CC=2)[CH2:3]1.C(OC1C=CC(F)=CC=1C1CC(=O)C1)C1C=CC=CC=1.C(N(S(F)(F)F)CC)C.C(=O)(O)[O-].[Na+]>ClCCl>[F:21][C:2]1([F:1])[CH2:5][CH:4]([C:6]2[CH:11]=[C:10]([F:12])[CH:9]=[CH:8][C:7]=2[OH:13])[CH2:3]1 |f:3.4|. Conditions: temperature -78 celsius, time 30 minute. The reactants are C(C1=CC=CC=C1)OC1=C(C=C(C=C1)F)C1CC(C1)=O (3-[2-(benzyloxy)-5-fluorophenyl]cyclobutanone), FC1(CC(C1)C1=C(C=CC(=C1)F)OCC1=CC=CC=C1)F (benzyl 2-(3,3-difluorocyclobutyl)-4-fluorophenyl ether), C([O-])(O)=O.[Na+] (sodium bicarbonate), C([O-])(O)=O.[Na+] (sodium bicarbonate), C(C)N(CC)S(F)(F)F ((diethylamino)sulfur trifluoride). The product is FC1(CC(C1)C1=C(C=CC(=C1)F)O)F (2-(3,3-Difluorocyclobutyl)-4-fluorophenol). Procedure details: Synthesis of benzyl 2-(3,3-difluorocyclobutyl)-4-fluorophenyl ether (C20). A solution of 3-[2-(benzyloxy)-5-fluorophenyl]cyclobutanone (C19) (600 mg, 2.22 mmol) in dichloromethane (20 mL) cooled to −78° C. was treated with (diethylamino)sulfur trifluoride (753 mg, 4.44 mmol) over a period of 5 minutes. The mixture was stirred at −78° C. for 30 minutes, whereupon it was allowed to warm to room temperature and stirring was continued for 16 hours. The mixture was cooled to −78° C. and a saturated a... Starting materials: C(C1=CC=CC=C1)N1C[C@@H](CC1)NC1=C(C=C(C=N1)/C=C/C(=O)O)C ((2E)-3-(6-{[(3R)-1-benzyl-3-pyrrolidinyl]amino}-5-methyl-3-pyridyl)acrylic acid), O1C(CCCC1)ON (O-(tetrahydro-2H-pyran-2-yl)hydroxylamine), C=1C=CC2=C(C1)N=NN2O (HOBt), CCN=C=NCCCN(C)C (EDCI). Solvent: O (water), CN(C)C=O (DMF). Conditions: time 3 hour. The product is C(C1=CC=CC=C1)N1C[C@@H](CC1)NC1=C(C=C(C=N1)/C=C/C(=O)NOC1OCCCC1)C ((2E)-3-(6-{[(3R)-1-benzyl-3-pyrrolidinyl]amino}-5-methyl-3-pyridyl)-N-(tetrahydro-2H-pyran-2-yloxy)acrylamide). The yield is 70.0%. As a reaction SMILES: [CH2:1]([N:8]1[CH2:12][CH2:11][C@@H:10]([NH:13][C:14]2[N:19]=[CH:18][C:17](/[CH:20]=[CH:21]/[C:22]([OH:24])=O)=[CH:16][C:15]=2[CH3:25])[CH2:9]1)[C:2]1[CH:7]=[CH:6][CH:5]=[CH:4][CH:3]=1.[O:26]1[CH2:31][CH2:30][CH2:29][CH2:28][CH:27]1[O:32][NH2:33].C1C=CC2N(O)N=NC=2C=1.CCN=C=NCCCN(C)C>CN(C=O)C.O>[CH2:1]([N:8]1[CH2:12][CH2:11][C@@H:10]([NH:13][C:14]2[N:19]=[CH:18][C:17](/[CH:20]=[CH:21]/[C:22]([NH:33][O:32][CH:27]3[CH2:28][CH2:29][CH2:30][CH2:31][O:26]3)=[O:24])=[CH:16][C:15]=2[CH3:25])[CH2:9]1)[C:2]1[CH:3]=[CH:4][CH:5]=[CH:6][CH:7]=1. Procedure: To a solution of (2E)-3-(6-{[(3R)-1-benzyl-3-pyrrolidinyl]amino}-5-methyl-3-pyridyl)acrylic acid (338 mg, crude) in DMF (4 mL) was added O-(tetrahydro-2H-pyran-2-yl)hydroxylamine (153 mg), HOBt (203 mg), and EDCI (233 mg) and the resulting mixture was stirred at ambient temperature for 3 hours. The reaction mixture was diluted with water and extracted with AcOEt. The organic phase was washed with sat NH4Cl aq solution, sat NaHCO3 aq solution, and brine, and dried over Na2SO4. The solvent was rem...